From a dataset of the Open Reaction Database (ORD), a public repository of structured organic reaction records. describe an organic reaction: reactants, conditions, products, and yield Reactants: CCc1nc(C)cc(=O)n1CCOc1ccc([N+](=O)[O-])cc1, C1COCCO1, [H][H]. The product is CCc1nc(C)cc(=O)n1CCOc1ccc(N)cc1. As a reaction SMILES: [CH2:1]([CH3:2])[c:3]1[n:4]([CH2:11][CH2:12][O:13][c:14]2[cH:15][cH:16][c:17]([N+:20]([O-:21])=[O:22])[cH:18][cH:19]2)[c:5](=[O:10])[cH:6][c:7]([CH3:9])[n:8]1.[CH2:25]1[O:26][CH2:27][CH2:28][O:29][CH2:30]1.[H:23][H:24]>>[CH2:1]([CH3:2])[c:3]1[n:4]([CH2:11][CH2:12][O:13][c:14]2[cH:15][cH:16][c:17]([NH2:20])[cH:18][cH:19]2)[c:5](=[O:10])[cH:6][c:7]([CH3:9])[n:8]1. Starting materials: NC1=NC(c2cncc(F)c2)(c2cccc(Br)c2)c2ccccc21, OB(O)c1cccnc1F. The product is NC1=NC(c2cncc(F)c2)(c2cccc(-c3cccnc3F)c2)c2ccccc21. As a reaction SMILES: [Br:1][c:2]1[cH:3][c:4]([C:8]2([c:18]3[cH:19][n:20][cH:21][c:22]([F:24])[cH:23]3)[N:9]=[C:10]([NH2:17])[c:11]3[cH:12][cH:13][cH:14][cH:15][c:16]32)[cH:5][cH:6][cH:7]1.[F:25][c:26]1[n:27][cH:28][cH:29][cH:30][c:31]1[B:32]([OH:33])[OH:34]>>[c:2]1(-[c:31]2[c:26]([F:25])[n:27][cH:28][cH:29][cH:30]2)[cH:3][c:4]([C:8]2([c:18]3[cH:19][n:20][cH:21][c:22]([F:24])[cH:23]3)[N:9]=[C:10]([NH2:17])[c:11]3[cH:12][cH:13][cH:14][cH:15][c:16]32)[cH:5][cH:6][cH:7]1. Starting materials: BrC=1C=C(C=NC1)CC(=O)OC (methyl (5-bromopyridin-3-yl)acetate), N1(N=NN=C1)C1=NC=CC(=C1)CC(=O)O ([2-(1H-tetrazol-1-yl)pyridin-4-yl]acetic acid), ester. The product is N1(N=NN=C1)C=1C=C(C=NC1)CC(=O)O ([5-(1H-Tetrazol-1-yl)pyridin-3-yl]acetic acid). Reaction SMILES: Br[C:2]1[CH:3]=[C:4]([CH2:8][C:9]([O:11]C)=[O:10])[CH:5]=[N:6][CH:7]=1.[N:13]1(C2C=C(CC(O)=O)C=CN=2)[CH:17]=[N:16][N:15]=[N:14]1>>[N:13]1([C:2]2[CH:3]=[C:4]([CH2:8][C:9]([OH:11])=[O:10])[CH:5]=[N:6][CH:7]=2)[CH:17]=[N:16][N:15]=[N:14]1. Procedure: [5-(1H-Tetrazol-1-yl)pyridin-3-yl]acetic acid was prepared from methyl (5-bromopyridin-3-yl)acetate according to the procedure outlined for the preparation of intermediate [2-(1H-tetrazol-1-yl)pyridin-4-yl]acetic acid, except that in the final step the ester was hydrolyzed under basic conditions rather than acid. Starting materials: C(C)(C)(C)C1=NC2=C(N1CC1CCC(CC1)(F)F)C=CC(=C2)S(=O)(=O)Cl (2-tert-Butyl-1-[(4,4-difluorocyclohexyl)methyl]-1H-benzimidazole-5-sulfonyl chloride), FC(C(=O)[O-])(F)F.C1(CC1)NC(=O)C1C[NH2+]CCO1 (2-[(cyclopropylamino)carbonyl]morpholin-4-ium trifluoroacetate), CCN(C(C)C)C(C)C (DIPEA). Solvent: ClCCCl (DCE). Run at time 1 hour. Product: C(C)(C)(C)C1=NC2=C(N1CC1CCC(CC1)(F)F)C=CC(=C2)S(=O)(=O)N2C[C@@H](OCC2)C(=O)NC2CC2 ((2R)-4-({2-tert-butyl-1-[(4,4-difluorocyclohexyl)methyl]-1H-benzimidazol-5-yl}sulfonyl)-N-cyclopropylmorpholine-2-carboxamide). Reaction SMILES: [C:1]([C:5]1[N:9]([CH2:10][CH:11]2[CH2:16][CH2:15][C:14]([F:18])([F:17])[CH2:13][CH2:12]2)[C:8]2[CH:19]=[CH:20][C:21]([S:23](Cl)(=[O:25])=[O:24])=[CH:22][C:7]=2[N:6]=1)([CH3:4])([CH3:3])[CH3:2].FC(F)(F)C([O-])=O.[CH:34]1([NH:37][C:38]([CH:40]2[O:45][CH2:44][CH2:43][NH2+:42][CH2:41]2)=[O:39])[CH2:36][CH2:35]1.CCN(C(C)C)C(C)C>ClCCCl>[C:1]([C:5]1[N:9]([CH2:10][CH:11]2[CH2:16][CH2:15][C:14]([F:18])([F:17])[CH2:13][CH2:12]2)[C:8]2[CH:19]=[CH:20][C:21]([S:23]([N:42]3[CH2:43][CH2:44][O:45][C@@H:40]([C:38]([NH:37][CH:34]4[CH2:35][CH2:36]4)=[O:39])[CH2:41]3)(=[O:25])=[O:24])=[CH:22][C:7]=2[N:6]=1)([CH3:4])([CH3:3])[CH3:2] |f:1.2|. Reported procedure: 2-tert-Butyl-1-[(4,4-difluorocyclohexyl)methyl]-1H-benzimidazole-5-sulfonyl chloride (1.1 g, 2.7 mmol) was added to a solution of 2-[(cyclopropylamino)carbonyl]morpholin-4-ium trifluoroacetate (0.92 g, 3.2 mmol) (see the following step B for preparation) and DIPEA (1.5 mL, 8.1 mmol) in DCE at 80° C. The reaction mixture was stirred for 1 h and washed with saturated NaHCO3 solution, water and brine. The solvent was concentrated to provide the racemic title compound as white solid. The enantiomers... Starting materials: SC=1SC2=C(N1)C=CC=C2 (2-mercaptobenzothiazole), [OH-].[Na+] (NaOH), C(C1=CC=CC=C1)Cl (benzyl chloride). Run in C(C)O (ethanol), O (water), C(C)O (ethanol). Yields the product C(C1=CC=CC=C1)SC=1SC2=C(N1)C=CC=C2 (2-(Benzylthio)benzothiazole). The yield is 68.2%. RXN SMILES: [CH2:1](Cl)[C:2]1[CH:7]=[CH:6][CH:5]=[CH:4][CH:3]=1.[SH:9][C:10]1[S:11][C:12]2[CH:18]=[CH:17][CH:16]=[CH:15][C:13]=2[N:14]=1.[OH-].[Na+]>C(O)C.O>[CH2:1]([S:9][C:10]1[S:11][C:12]2[CH:18]=[CH:17][CH:16]=[CH:15][C:13]=2[N:14]=1)[C:2]1[CH:7]=[CH:6][CH:5]=[CH:4][CH:3]=1 |f:2.3|. Procedure details: A solution of 28.1 g (0.2 mol) of benzyl chloride in 50 ml of ethanol is added slowly, with stirring, to a solution of 33.4 g (0.2 mol) of 2-mercaptobenzothiazole and 8 g (0.2 mol) of NaOH in 150 ml of ethanol and 25 ml of water. The resulting solution is refluxed for 2.5 h. After cooling, it is filtered and evaporated to leave 35.1 g of a yellowish solid melting at 39°-40° C. 1H NMR (CDCl3): δ4.41 (2H), δ6.98-7.8 (9H) ppm.